From a dataset of the Open Reaction Database (ORD), a public repository of structured organic reaction records. describe an organic reaction: reactants, conditions, products, and yield Reactants: C[O-].[Na+] (Sodium methanolat), solution, ClC1=NC=2N(C(=C1)N1CCN(CC1)C(=O)OC(C)(C)C)N=CC2 (tert-Butyl 4-(5-chloro-pyrazolo[1,5-a]pyrimidin-7-yl)piperazine-1-carboxylate). Run in CO (methanol), CO (methanol). The product is COC1=NC=2N(C(=C1)N1CCN(CC1)C(=O)OC(C)(C)C)N=CC2 (tert-Butyl 4-(5-methoxy-pyrazolo[1,5-a]pyrimidin-7-yl)piperazine-1-carboxylate). The yield is 98.0%. RXN SMILES: Cl[C:2]1[CH:7]=[C:6]([N:8]2[CH2:13][CH2:12][N:11]([C:14]([O:16][C:17]([CH3:20])([CH3:19])[CH3:18])=[O:15])[CH2:10][CH2:9]2)[N:5]2[N:21]=[CH:22][CH:23]=[C:4]2[N:3]=1.[CH3:24][O-:25].[Na+]>CO>[CH3:24][O:25][C:2]1[CH:7]=[C:6]([N:8]2[CH2:13][CH2:12][N:11]([C:14]([O:16][C:17]([CH3:20])([CH3:19])[CH3:18])=[O:15])[CH2:10][CH2:9]2)[N:5]2[N:21]=[CH:22][CH:23]=[C:4]2[N:3]=1 |f:1.2|. Procedure details: tert-Butyl 4-(5-chloro-pyrazolo[1,5-a]pyrimidin-7-yl)piperazine-1-carboxylate (1.23 g, 3.65 mmol) was dissolved under an argon atmosphere in anhydrous methanol (6 ml). Sodium methanolat (3.65 ml of a 1M solution in methanol) was added and the mixture was heated under reflux for 9 hours. The solvent was removed under reduced pressure, the residue taken up in dichloromethane, the resulting solution was washed with water, dried over magnesium sulfate, the solvent removed under reduced pressure to y... Reactants: ClC1=C(C(=O)NC2=CC=C(C[C@H](N)C(=O)OC)C=C2)C(=CN=C1)Cl (4-(3 ′,5′-dichloroisonicotinoyl)amino-(L)-phenylalanine, methyl ester), Cl (HCl). Run in CCOC(=O)C (EtOAc), CCOC(=O)C (EtOAc). Product: Cl.ClC1=C(C(=O)NC2=CC=C(C[C@H](N)C(=O)OC)C=C2)C(=CN=C1)Cl (4-(3′,5′-dichloroisonicotinoyl)amino-(L)-phenylalanine, methyl ester, hydrochloride). As a reaction SMILES: [Cl:1][C:2]1[CH:23]=[N:22][CH:21]=[C:20]([Cl:24])[C:3]=1[C:4]([NH:6][C:7]1[CH:19]=[CH:18][C:10]([CH2:11][C@@H:12]([C:14]([O:16][CH3:17])=[O:15])[NH2:13])=[CH:9][CH:8]=1)=[O:5].Cl>CCOC(C)=O>[ClH:1].[Cl:24][C:20]1[CH:21]=[N:22][CH:23]=[C:2]([Cl:1])[C:3]=1[C:4]([NH:6][C:7]1[CH:19]=[CH:18][C:10]([CH2:11][C@@H:12]([C:14]([O:16][CH3:17])=[O:15])[NH2:13])=[CH:9][CH:8]=1)=[O:5] |f:3.4|. Procedure: A solution of 99 mg (0.16 mmol) of 5-(BOC)-1-ethyl-1,4,5,6-tetrahydropyrrolo[3,4-c]pyrazole-4(S)-carbonyl)-4-(3 ′,5′-dichloroisonicotinoyl)amino-(L)-phenylalanine, methyl ester in 1 mL of EtOAc was treated with 3 mL of EtOAc saturated with HCl gas. A precipitate was formed immediately. After 1 hr the solid was filtered, washed with EtOAc and dried to yield 1-ethyl-1,4,5,6-tetrahydropyrrolo[3,4-c]pyrazole-4(S)-carbonyl)-4-(3′,5′-dichloroisonicotinoyl)amino-(L)-phenylalanine, methyl ester, hydroch... The yield is 48.6%. The reactants are NC=1C=C(C(=O)OC(C)(C)C)C=C(N1)C1=CC=C(C=C1)C (tert-butyl 2-amino-6-(4-methylphenyl)isonicotinate), BrCC(OC)OC (2-bromo-1,1-dimethoxyethane), CC1=CC=C(C=C1)S(=O)(=O)O (4-methylbenzenesulfonic acid). Conditions: temperature 90 celsius, time 18 hour. Product: CC1=CC=C(C=C1)C1=CC(=CC=2N1C=CN2)C(=O)OC(C)(C)C (tert-butyl 5-(4-methylphenyl)imidazo[1,2-a]pyridine-7-carboxylate). Solvent: CN(C=O)C (N,N-dimethylformamide). Reaction SMILES: [NH2:1][C:2]1[CH:3]=[C:4]([CH:12]=[C:13]([C:15]2[CH:20]=[CH:19][C:18]([CH3:21])=[CH:17][CH:16]=2)[N:14]=1)[C:5]([O:7][C:8]([CH3:11])([CH3:10])[CH3:9])=[O:6].Br[CH2:23][CH:24](OC)OC.CC1C=CC(S(O)(=O)=O)=CC=1>CN(C)C=O>[CH3:21][C:18]1[CH:19]=[CH:20][C:15]([C:13]2[N:14]3[CH:23]=[CH:24][N:1]=[C:2]3[CH:3]=[C:4]([C:5]([O:7][C:8]([CH3:9])([CH3:10])[CH3:11])=[O:6])[CH:12]=2)=[CH:16][CH:17]=1. Reported procedure: To a solution of tert-butyl 2-amino-6-(4-methylphenyl)isonicotinate (57 mg, 0.2 mmol) in N,N-dimethylformamide (1.3 mL) were added 2-bromo-1,1-dimethoxyethane (33.9 mg, 0.2 mmol) and 4-methylbenzenesulfonic acid (5.2 mg, 0.03 mmol). The mixture was heated to 90° C. After 18 h, the mixture was filtered. The filtrate was purified by reverse phase HPLC (C-18, 95% water/acetonitrile→5% water/acetonitrile with 0.025% trifluoroacetic acid) gave the title compound (30 mg): LC-MS [M+1]=309.2. Starting materials: O=C(Cl)c1ccc(Cl)cc1Cl, Cc1sc(Nc2ccc(Cl)cc2)nc1C(=O)O, ClCCl. The product is Cc1sc(N(C(=O)c2ccc(Cl)cc2Cl)c2ccc(Cl)cc2)nc1C(=O)O. Reaction SMILES: [Cl:18][c:19]1[c:20]([C:21](=[O:22])[Cl:23])[cH:24][cH:25][c:26]([Cl:28])[cH:27]1.[Cl:1][c:2]1[cH:3][cH:4][c:5]([NH:8][c:9]2[s:10][c:11]([CH3:17])[c:12]([C:14](=[O:15])[OH:16])[n:13]2)[cH:6][cH:7]1.[Cl:29][CH2:30][Cl:31]>>[Cl:1][c:2]1[cH:3][cH:4][c:5]([N:8]([c:9]2[s:10][c:11]([CH3:17])[c:12]([C:14](=[O:15])[OH:16])[n:13]2)[C:21]([c:20]2[c:19]([Cl:18])[cH:27][c:26]([Cl:28])[cH:25][cH:24]2)=[O:22])[cH:6][cH:7]1. Reactants: CO, COC(=O)c1cc2c([nH]1)CCC2c1cc(F)cc(F)c1, [Li+], [OH-], O, O. The product is O=C(O)c1cc2c([nH]1)CCC2c1cc(F)cc(F)c1. Reaction SMILES: [CH3:25][OH:26].[F:1][c:2]1[cH:3][c:4]([CH:9]2[CH2:10][CH2:11][c:12]3[nH:13][c:14]([C:17](=[O:18])[O:19][CH3:20])[cH:15][c:16]32)[cH:5][c:6]([F:8])[cH:7]1.[Li+:23].[OH-:22].[OH2:21].[OH2:24]>>[F:1][c:2]1[cH:3][c:4]([CH:9]2[CH2:10][CH2:11][c:12]3[nH:13][c:14]([C:17](=[O:18])[OH:19])[cH:15][c:16]32)[cH:5][c:6]([F:8])[cH:7]1. Reactants: NC1=CC(=C(C(=O)NCC2CCN(CC2)CCCCCCNCC2=CC(=C(C=C2)Cl)Cl)C=C1Cl)OC (4-Amino-5-chloro-N-((1-(6-(3,4-dichlorobenzylamino)hexyl)piperidin-4-yl)methyl)-2-methoxybenzamide), C(C)=O (acetaldehyde), C(#N)[BH3-].[Na+] (sodium cyanoborohydride). Yields the product NC1=CC(=C(C(=O)NCC2CCN(CC2)CCCCCCN(CC)CC2=CC(=C(C=C2)Cl)Cl)C=C1Cl)OC (4-amino-5-chloro-N-((1-(6-(N-(3,4-dichlorobenzyl)-N-ethylamino)hexyl)-piperidin-4-yl)methyl)-2-methoxybenzamide). RXN SMILES: [NH2:1][C:2]1[C:33]([Cl:34])=[CH:32][C:5]([C:6]([NH:8][CH2:9][CH:10]2[CH2:15][CH2:14][N:13]([CH2:16][CH2:17][CH2:18][CH2:19][CH2:20][CH2:21][NH:22][CH2:23][C:24]3[CH:29]=[CH:28][C:27]([Cl:30])=[C:26]([Cl:31])[CH:25]=3)[CH2:12][CH2:11]2)=[O:7])=[C:4]([O:35][CH3:36])[CH:3]=1.[CH:37](=O)[CH3:38].C([BH3-])#N.[Na+]>>[NH2:1][C:2]1[C:33]([Cl:34])=[CH:32][C:5]([C:6]([NH:8][CH2:9][CH:10]2[CH2:15][CH2:14][N:13]([CH2:16][CH2:17][CH2:18][CH2:19][CH2:20][CH2:21][N:22]([CH2:23][C:24]3[CH:29]=[CH:28][C:27]([Cl:30])=[C:26]([Cl:31])[CH:25]=3)[CH2:37][CH3:38])[CH2:12][CH2:11]2)=[O:7])=[C:4]([O:35][CH3:36])[CH:3]=1 |f:2.3|. Procedure details: 4-Amino-5-chloro-N-((1-(6-(3,4-dichlorobenzylamino)hexyl)piperidin-4-yl)methyl)-2-methoxybenzamide (1.11 g) as starting compound, acetaldehyde (0.13 ml) and sodium cyanoborohydride (0.3 g) were reacted and treated in the same manner as in Example 136 to give 0.75 g of 4-amino-5-chloro-N-((1-(6-(N-(3,4-dichlorobenzyl)-N-ethylamino)hexyl)-piperidin-4-yl)methyl)-2-methoxybenzamide. Reactants: O=[N+]([O-])c1ccc(Oc2ccc3c(c2)SCC(c2ccccc2)O3)nc1, Nc1ccc(Oc2ccc3c(c2)CCC(c2ccccc2)O3)nc1. Product: Nc1ccc(Oc2ccc3c(c2)SCC(c2ccccc2)O3)nc1. RXN SMILES: [N+:25]([O-:26])(=[O:27])[c:28]1[cH:29][cH:30][c:31]([O:34][c:35]2[cH:36][cH:37][c:38]3[c:39]([cH:50]2)[S:40][CH2:41][CH:42]([c:44]2[cH:45][cH:46][cH:47][cH:48][cH:49]2)[O:43]3)[n:32][cH:33]1.[NH2:1][c:2]1[cH:3][cH:4][c:5]([O:6][c:7]2[cH:8][c:9]3[c:10]([cH:11][cH:12]2)[O:13][CH:14]([c:15]2[cH:16][cH:17][cH:18][cH:19][cH:20]2)[CH2:21][CH2:22]3)[n:23][cH:24]1>>[NH2:25][c:28]1[cH:29][cH:30][c:31]([O:34][c:35]2[cH:36][cH:37][c:38]3[c:39]([cH:50]2)[S:40][CH2:41][CH:42]([c:44]2[cH:45][cH:46][cH:47][cH:48][cH:49]2)[O:43]3)[n:32][cH:33]1. The reactants are CC#N, O=c1[nH]c(=O)c2cc(C(Cl)c3ccccc3)ccc2[nH]1, c1nc[nH]n1. Yields the product O=c1[nH]c(=O)c2cc(C(c3ccccc3)n3cncn3)ccc2[nH]1. Reaction SMILES: [CH3:26][C:27]#[N:28].[Cl:1][CH:2]([c:3]1[cH:4][c:5]2[c:6](=[O:14])[nH:7][c:8](=[O:13])[nH:9][c:10]2[cH:11][cH:12]1)[c:15]1[cH:16][cH:17][cH:18][cH:19][cH:20]1.[nH:21]1[n:22][cH:23][n:24][cH:25]1>>[CH:2]([c:3]1[cH:4][c:5]2[c:6](=[O:14])[nH:7][c:8](=[O:13])[nH:9][c:10]2[cH:11][cH:12]1)([c:15]1[cH:16][cH:17][cH:18][cH:19][cH:20]1)[n:21]1[n:22][cH:23][n:24][cH:25]1.